From a dataset of the Open Reaction Database (ORD), a public repository of structured organic reaction records. describe an organic reaction: reactants, conditions, products, and yield Starting materials: C1(CCCC1)C1=NC=2CC(CC(C2C(=C1C(C1=CC=C(C=C1)C(F)(F)F)=O)C1=CC(=C(C=C1)F)F)=O)(C)C (2-cyclopentyl-4-(3,4-difluorophenyl)-7,7-dimethyl-3-(4 trifluoromethylbenzoyl)-7,8-dihydro-6H-quinolin-5-one), 1R,2S-aminoindanol. The solvent is O1CCCC1 (tetrahydrofuran), C1CCOC1 (THF). Reaction conditions: time 8 hour. The product is C1(CCCC1)C1=NC=2CC(CC(C2C(=C1C(=O)C1=CC=C(C=C1)C(F)(F)F)C1=CC(=C(C=C1)F)F)O)(C)C ([2-Cyclopentyl-4-(3,4-difluorophenyl)-5-hydroxy-7,7-dimethyl-5,6,7,8-tetrahydroquinolin-3-yl]-(4-trifluoromethylphenyl)-methanone). Yield: 66.1%. RXN SMILES: [CH:1]1([C:6]2[C:15]([C:16](=[O:27])[C:17]3[CH:22]=[CH:21][C:20]([C:23]([F:26])([F:25])[F:24])=[CH:19][CH:18]=3)=[C:14]([C:28]3[CH:33]=[CH:32][C:31]([F:34])=[C:30]([F:35])[CH:29]=3)[C:13]3[C:12](=[O:36])[CH2:11][C:10]([CH3:38])([CH3:37])[CH2:9][C:8]=3[N:7]=2)[CH2:5][CH2:4][CH2:3][CH2:2]1>O1CCCC1>[CH:1]1([C:6]2[C:15]([C:16]([C:17]3[CH:22]=[CH:21][C:20]([C:23]([F:25])([F:26])[F:24])=[CH:19][CH:18]=3)=[O:27])=[C:14]([C:28]3[CH:33]=[CH:32][C:31]([F:34])=[C:30]([F:35])[CH:29]=3)[C:13]3[CH:12]([OH:36])[CH2:11][C:10]([CH3:38])([CH3:37])[CH2:9][C:8]=3[N:7]=2)[CH2:5][CH2:4][CH2:3][CH2:2]1. Reported procedure: 2.1 g (4 mmol) of 2-cyclopentyl-4-(3,4-difluorophenyl)-7,7-dimethyl-3-(4 trifluoromethylbenzoyl)-7,8-dihydro-6H-quinolin-5-one were dissolved in 20 ml of tetrahydrofuran and, at 0° C., added dropwise to a solution of 0.2 g (1.2 mmol) of 1R,2S-aminoindanol and 2.7 ml (16 mmol) of boranediethylaniline complex in 2 ml of THF. The mixture is stirred at RT overnight. After about 20 hours, the reaction was quenched using 2.4 ml of 1,2-ethanediol. The tetrahydrofuran was distilled off, the resulting oi... The reactants are C(C)(C)(C)OC(=O)N1C(C(CC1)C(=O)C1CCCC1)=O (3-Cyclopentanecarbonyl-2-oxopyrrolidine-1-carboxylic acid t-butyl ester), C1CCOC1 (THF), S(C)C (Me2S), C1CCOC1 (THF). Conditions: time 1 hour. The product is C(C)(C)(C)OC(=O)N1CC(CC1)C(O)C1CCCC1 (3-(Cyclopentylhydroxymethyl)pyrrolidine-1-carboxylic Acid t-Butyl Ester). The yield is 25.3%. Reaction SMILES: [C:1]([O:5][C:6]([N:8]1[CH2:12][CH2:11][CH:10]([C:13]([CH:15]2[CH2:19][CH2:18][CH2:17][CH2:16]2)=[O:14])[C:9]1=O)=[O:7])([CH3:4])([CH3:3])[CH3:2].C1COCC1.S(C)C>>[C:1]([O:5][C:6]([N:8]1[CH2:12][CH2:11][CH:10]([CH:13]([CH:15]2[CH2:16][CH2:17][CH2:18][CH2:19]2)[OH:14])[CH2:9]1)=[O:7])([CH3:4])([CH3:2])[CH3:3]. Reported procedure: 3-Cyclopentanecarbonyl-2-oxopyrrolidine-1-carboxylic acid t-butyl ester (1.2 g, 4.4 mmol) was dissolved in THF (3.5 mL, 43.7 mmol) under nitrogen. 2M BH3.Me2S in THF (6.6 mL, 13.1 mmol) was added via syringe over 15 minutes. The mixture was stirred at room temperature for 1 hour, then heated at 65° C. for 24 hours. After an additional 48 hours, the mixture was placed on an ice bath and the reaction slowly quenched with cold MeOH (100 mL). The mixture was stirred for 15 minutes, then diluted with...